This data is from the Open Reaction Database (ORD), a public repository of structured organic reaction records. The task is: describe an organic reaction: reactants, conditions, products, and yield Reactants: C(C1=CC=CC=C1)[C@H]1N(CCN(C1)CC(=O)OC)C(C1=CC(=CC(=C1)C(F)(F)F)C(F)(F)F)=O ((2R)-2-Benzyl-1-[3,5-bis(trifluoromethyl)benzoyl]-4-(methoxycarbonylmethyl)piperazine), CO.N (ammonia methanol). Run at time 8 hour. The product is C(C1=CC=CC=C1)[C@H]1N(CCN(C1)CC(N)=O)C(C1=CC(=CC(=C1)C(F)(F)F)C(F)(F)F)=O ((2R)-2-benzyl-1-[3,5-bis(trifluoromethyl)benzoyl]-4-(carbamoylmethyl)piperazine). Reaction SMILES: [CH2:1]([C@@H:8]1[CH2:13][N:12]([CH2:14][C:15](OC)=[O:16])[CH2:11][CH2:10][N:9]1[C:19](=[O:34])[C:20]1[CH:25]=[C:24]([C:26]([F:29])([F:28])[F:27])[CH:23]=[C:22]([C:30]([F:33])([F:32])[F:31])[CH:21]=1)[C:2]1[CH:7]=[CH:6][CH:5]=[CH:4][CH:3]=1.CO.[NH3:37]>>[CH2:1]([C@@H:8]1[CH2:13][N:12]([CH2:14][C:15](=[O:16])[NH2:37])[CH2:11][CH2:10][N:9]1[C:19](=[O:34])[C:20]1[CH:25]=[C:24]([C:26]([F:28])([F:29])[F:27])[CH:23]=[C:22]([C:30]([F:32])([F:31])[F:33])[CH:21]=1)[C:2]1[CH:7]=[CH:6][CH:5]=[CH:4][CH:3]=1 |f:1.2|. Procedure details: (2R)-2-Benzyl-1-[3,5-bis(trifluoromethyl)benzoyl]-4-(methoxycarbonylmethyl)piperazine (0.2 g) was treated with 20% ammonia methanol solution (5 ml), and the resulting mixture was left overnight in a refrigerator. The reaction mixture was concentrated under reduced pressure and the residue was purified on a silica gel column (7 g) eluting with a mixture of dichloromethane and methanol (10:1) to give (2R)-2-benzyl-1-[3,5-bis(trifluoromethyl)benzoyl]-4-(carbamoylmethyl)piperazine. This compound was... The reactants are ON(C(=O)C1=NN2C(N=C(C=C2S)C)=N1)C (N-Hydroxy-7-mercapto-N,5-dimethyl-s-triazolo[1,5-a]pyrimidine-2-carboxamide), ClCCl (dichloromethane), CC(=O)OCC1=C(N2[C@@H]([C@@H](C2=O)N)SC1)C(=O)O (7-aminocephalosporanic acid), B(F)(F)F.CCOCC (boron trifluoride diethyl etherate). Run in ClCCl.S1(=O)(=O)CCCC1 (dichloromethane sulpholane). Conditions: temperature 10 celsius. Product: N[C@H]1[C@H]2SCC(=C(N2C1=O)C(=O)O)CSC1=CC(=NC=2N1N=C(N2)C(N(C)O)=O)C ((6R,7R)-7-amino-3-[[[2-(N-hydroxy-N-methylcarbamoyl)-5-methyl-s-triazolo[1,5-a]pyrimidin-7-yl]thio]methyl]-8-oxo-5-thia-1-azabicyclo[4,2,01oct-2-ene-2-carboxylic acid). The yield is 73.1%. As a reaction SMILES: [OH:1][N:2]([CH3:16])[C:3]([C:5]1[N:15]=[C:8]2[N:9]=[C:10]([CH3:14])[CH:11]=[C:12]([SH:13])[N:7]2[N:6]=1)=[O:4].CC(O[CH2:21][C:22]1[CH2:31][S:30][C@@H:25]2[C@H:26]([NH2:29])[C:27](=[O:28])[N:24]2[C:23]=1[C:32]([OH:34])=[O:33])=O.B(F)(F)F.CCOCC.ClCCl>ClCCl.S1(CCCC1)(=O)=O>[NH2:29][C@@H:26]1[C:27](=[O:28])[N:24]2[C@@H:25]1[S:30][CH2:31][C:22]([CH2:21][S:13][C:12]1[N:7]3[N:6]=[C:5]([C:3](=[O:4])[N:2]([OH:1])[CH3:16])[N:15]=[C:8]3[N:9]=[C:10]([CH3:14])[CH:11]=1)=[C:23]2[C:32]([OH:34])=[O:33] |f:2.3,5.6|. Reported procedure: N-Hydroxy-7-mercapto-N,5-dimethyl-s-triazolo[1,5-a]pyrimidine-2-carboxamide (53 mg) (0.22 mmol) and 54 mg (0.2 mmol) of 7-aminocephalosporanic acid are suspended in 1 ml of dichloromethane/sulpholane (1:1 v/v). 0.5 ml of boron trifluoride diethyl etherate is added thereto at 10° C. while stirring and the mixture is stirred at room temperature for a further 20 hours. Subsequently, about 10 ml of dichloromethane are added thereto, the insoluble material is filtered off under suction, dissolved in ... Starting materials: C(C)(C)C1=CC=C(C=C1)N(C(=O)C1CCOC2=C(C=CC=C12)[N+](=O)[O-])CC=1C=NNC1 (N-(4-isopropylphenyl)-8-nitro-N-[(pyrazol-4-yl)methyl]chroman-4-carboxamide), C(C)I (ethyl iodide). Yields the product C(C)N1N=CC(=C1)CN(C(=O)C1CCOC2=C(C=CC=C12)[N+](=O)[O-])C1=CC=C(C=C1)C(C)C (N-[(1-ethylpyrazol-4-yl)methyl]-N-(4-isopropylphenyl)-8-nitrochroman-4-carboxamide). As a reaction SMILES: [CH:1]([C:4]1[CH:9]=[CH:8][C:7]([N:10]([CH2:26][C:27]2[CH:28]=[N:29][NH:30][CH:31]=2)[C:11]([CH:13]2[C:22]3[C:17](=[C:18]([N+:23]([O-:25])=[O:24])[CH:19]=[CH:20][CH:21]=3)[O:16][CH2:15][CH2:14]2)=[O:12])=[CH:6][CH:5]=1)([CH3:3])[CH3:2].[CH2:32](I)[CH3:33]>>[CH2:32]([N:29]1[CH:28]=[C:27]([CH2:26][N:10]([C:7]2[CH:6]=[CH:5][C:4]([CH:1]([CH3:3])[CH3:2])=[CH:9][CH:8]=2)[C:11]([CH:13]2[C:22]3[C:17](=[C:18]([N+:23]([O-:25])=[O:24])[CH:19]=[CH:20][CH:21]=3)[O:16][CH2:15][CH2:14]2)=[O:12])[CH:31]=[N:30]1)[CH3:33]. Procedure: By the reaction and treatment in the same manner as in Example 271 using N-(4-isopropylphenyl)-8-nitro-N-[(pyrazol-4-yl)methyl]chroman-4-carboxamide (2.9 g) and ethyl iodide (1.1 mL) as starting materials, N-[(1-ethylpyrazol-4-yl)methyl]-N-(4-isopropylphenyl)-8-nitrochroman-4-carboxamide (2.9 g) was obtained.